Dataset: the Open Reaction Database (ORD), a public repository of structured organic reaction records. Task: describe an organic reaction: reactants, conditions, products, and yield The reactants are C(C1=CC=CC=C1)N1N=C(C(=C1C(=O)OC)Br)OC[C@H](C)NC(=O)OC(C)(C)C (methyl 1-benzyl-4-bromo-3-({(2S)-2-[(tert-butoxycarbonyl)amino]propyl}oxy)-1H-pyrazole-5-carboxylate), CB1OB(OB(O1)C)C (trimethylboroxin), C([O-])([O-])=O.[K+].[K+] (potassium carbonate), CN(C)C=O (DMF). Reagents/catalysts: C1=CC=C(C=C1)P([C-]2C=CC=C2)C3=CC=CC=C3.C1=CC=C(C=C1)P([C-]2C=CC=C2)C3=CC=CC=C3.Cl[Pd]Cl.[Fe+2].ClCCl ([1,1′-bis(diphenylphosphino)ferrocene]dichloropalladium(II) dichloromethane). Solvent: O (Water). Reaction conditions: temperature 155 celsius, time 8 hour. The product is C(C1=CC=CC=C1)N1N=C(C(=C1C(=O)OC)C)OC[C@H](C)NC(=O)OC(C)(C)C (methyl 1-benzyl-3-({(25)-2-[(tert-butoxycarbonyl)amino]propyl}oxy)-4-methyl-1H-pyrazole-5-carboxylate). The yield is 37.2%. RXN SMILES: [CH2:1]([N:8]1[C:12]([C:13]([O:15][CH3:16])=[O:14])=[C:11](Br)[C:10]([O:18][CH2:19][C@@H:20]([NH:22][C:23]([O:25][C:26]([CH3:29])([CH3:28])[CH3:27])=[O:24])[CH3:21])=[N:9]1)[C:2]1[CH:7]=[CH:6][CH:5]=[CH:4][CH:3]=1.[CH3:30]B1OB(C)OB(C)O1.C(=O)([O-])[O-].[K+].[K+].CN(C=O)C>C1C=CC(P(C2C=CC=CC=2)[C-]2C=CC=C2)=CC=1.C1C=CC(P(C2C=CC=CC=2)[C-]2C=CC=C2)=CC=1.Cl[Pd]Cl.[Fe+2].ClCCl.O>[CH2:1]([N:8]1[C:12]([C:13]([O:15][CH3:16])=[O:14])=[C:11]([CH3:30])[C:10]([O:18][CH2:19][C@@H:20]([NH:22][C:23]([O:25][C:26]([CH3:29])([CH3:28])[CH3:27])=[O:24])[CH3:21])=[N:9]1)[C:2]1[CH:7]=[CH:6][CH:5]=[CH:4][CH:3]=1 |f:2.3.4,6.7.8.9.10|. Procedure: Under an argon atmosphere, a mixture of methyl 1-benzyl-4-bromo-3-({(2S)-2-[(tert-butoxycarbonyl)amino]propyl}oxy)-1H-pyrazole-5-carboxylate (1.03 g), trimethylboroxin (552 mg), [1,1′-bis(diphenylphosphino)ferrocene]dichloropalladium(II) dichloromethane adduct (181 mg), potassium carbonate (912 mg) and DMF (20 ml) was stirred at 155° C. overnight. Water was added to the reaction mixture, and the mixture was extracted with ethyl acetate. The obtained organic layer was washed with saturated brine,... Reactants: CC1=C(NC(=C1C(=O)OCC)C)C(=O)OCC (diethyl 3,5-dimethyl-1H-pyrrole-2,4-dicarboxylate), [OH-].[K+] (potassium hydroxide). The solvent is C(C)O (ethanol), O (water), C(C)O (ethanol). Run at time 1.5 hour. The product is CC1=C(NC(=C1C(=O)OCC)C)C(=O)O (3,5-dimethyl-4-ethoxycarbonyl-1H-pyrrolecarboxylic acid). The yield is 90.0%. As a reaction SMILES: [CH3:1][C:2]1[C:6]([C:7]([O:9][CH2:10][CH3:11])=[O:8])=[C:5]([CH3:12])[NH:4][C:3]=1[C:13]([O:15]CC)=[O:14].[OH-].[K+]>C(O)C.O>[CH3:1][C:2]1[C:6]([C:7]([O:9][CH2:10][CH3:11])=[O:8])=[C:5]([CH3:12])[NH:4][C:3]=1[C:13]([OH:15])=[O:14] |f:1.2|. Procedure details: To a solution of 23,9 g (0.1 mol) of diethyl 3,5-dimethyl-1H-pyrrole-2,4-dicarboxylate in 300 ml of hot ethanol was added a solution of 14 g (0.25 mol) of potassium hydroxide in 350 ml of water. The solution was boiled and the ethanol was allowed to evaporate. After 1.5 hours, the volume was reduced by 350 ml then cooled, filtered, and acidified with 2 N hydrochloric acid. A precipitate formed which was collected, washed with water, and dried to give 19 g of 3,5-dimethyl-4-ethoxycarbonyl-1H-pyrr... Reactants: NC1=C(C(=NN1C(CCC)CCCCCC)CCC)C(=O)N (5-amino-3-propyl-1-(4-decyl)-1H-pyrazole-4-carboxamide), COC=1C=C(C=C(C1OC)OC)CC(=O)OC (methyl 3,4,5-trimethoxyphenylacetate), CC(C)([O-])C.[K+] (potassium tert-butoxide), C(O)([O-])=O.[Na+] (sodium hydrogen carbonate). Solvent: ClCCl (dichloromethane). Yields the product COC=1C=C(CC=2NC(C3=C(N2)N(N=C3CCC)C(CCC)CCCCCC)=O)C=C(C1OC)OC (6-(3,4,5-Trimethoxy-benzyl)-1-(4-decyl)-3-propyl-1,5-dihydro-pyrazolo[3,4-d]pyrimidin-4-one). Yield: 53.8%. RXN SMILES: [NH2:1][C:2]1[N:6]([CH:7]([CH2:11][CH2:12][CH2:13][CH2:14][CH2:15][CH3:16])[CH2:8][CH2:9][CH3:10])[N:5]=[C:4]([CH2:17][CH2:18][CH3:19])[C:3]=1[C:20]([NH2:22])=[O:21].[CH3:23][O:24][C:25]1[CH:26]=[C:27]([CH2:35][C:36](OC)=O)[CH:28]=[C:29]([O:33][CH3:34])[C:30]=1[O:31][CH3:32].CC(C)([O-])C.[K+].C(=O)([O-])O.[Na+]>ClCCl>[CH3:34][O:33][C:29]1[CH:28]=[C:27]([CH:26]=[C:25]([O:24][CH3:23])[C:30]=1[O:31][CH3:32])[CH2:35][C:36]1[NH:22][C:20](=[O:21])[C:3]2[C:4]([CH2:17][CH2:18][CH3:19])=[N:5][N:6]([CH:7]([CH2:11][CH2:12][CH2:13][CH2:14][CH2:15][CH3:16])[CH2:8][CH2:9][CH3:10])[C:2]=2[N:1]=1 |f:2.3,4.5|. Procedure details: 6 mg (0.019 mmol) of 5-amino-3-propyl-1-(4-decyl)-1H-pyrazole-4-carboxamide and 20 mg (0.083 mmol) of methyl 3,4,5-trimethoxyphenylacetate are refluxed for 6 hours in 0.3 ml of a 0.5M ethanolic potassium tert-butoxide solution. After dichloromethane and saturated aqueous sodium hydrogen carbonate have been added, the phases are separated. Purification by chromatography gives 5.1 mg (56%) of a solid, Rf=0.17 (dichloromethane/methanol=15:1). Starting materials: CCOC(=O)C(C)O, CCO, NCCO. The product is CC(O)C(=O)NCCO. As a reaction SMILES: [C:1]([CH:2]([OH:3])[CH3:4])([O:6][CH2:5][CH3:7])=[O:8].[CH3:13][CH2:14][OH:15].[NH2:9][CH2:10][CH2:11][OH:12]>>[C:1]([CH:2]([OH:3])[CH3:4])(=[O:6])[NH:9][CH2:10][CH2:11][OH:12].